The task is: describe an organic reaction: reactants, conditions, products, and yield. This data is from the Open Reaction Database (ORD), a public repository of structured organic reaction records. The reactants are CC1(CC=2C(=C(SC2)C(=O)O)CC1)C (5,5-dimethyl-4,5,6,7-tetrahydro-benzo[c]thiophene-1-carboxylic acid), Cl.CNOC (N,O-dimethylhydroxylamine hydrochloride), CCN(C(C)C)C(C)C (DIPEA), CN(C)C(=[N+](C)C)ON1C2=C(C=CC=C2)N=N1.[B-](F)(F)(F)F (TBTU), water ice. Run in CS(=O)C (DMSO). Run at time 2 hour. Yields the product CON(C(=O)C=1SC=C2C1CCC(C2)(C)C)C (5,5-dimethyl-4,5,6,7-tetrahydro-benzo[c]thiophene-1-carboxylic acid methoxy-methyl-amide). Yield: 95.6%. RXN SMILES: [CH3:1][C:2]1([CH3:14])[CH2:13][CH2:12][C:5]2=[C:6]([C:9](O)=[O:10])[S:7][CH:8]=[C:4]2[CH2:3]1.Cl.[CH3:16][NH:17][O:18][CH3:19].CCN(C(C)C)C(C)C.CN(C(ON1N=NC2C=CC=CC1=2)=[N+](C)C)C.[B-](F)(F)(F)F>CS(C)=O>[CH3:19][O:18][N:17]([CH3:16])[C:9]([C:6]1[S:7][CH:8]=[C:4]2[CH2:3][C:2]([CH3:14])([CH3:1])[CH2:13][CH2:12][C:5]=12)=[O:10] |f:1.2,4.5|. Procedure: To a solution of 5,5-dimethyl-4,5,6,7-tetrahydro-benzo[c]thiophene-1-carboxylic acid (20 g, 95 mmol) in DMSO (150 mL) is added N,O-dimethylhydroxylamine hydrochloride (12.06 g, 124 mmol) and DIPEA (65 mL, 380 mmol), followed by TBTU (33.59 g, 105 mmol, dissolved in DMF (70 mL)). The reaction mixture is stirred at rt for 2 h before it is poured into water/ice and extracted twice with diethyl ether (2×100 mL). The organic extracts are washed with sat. aq. NaHCO3 solution, 10% aq. citric acid solut...